Dataset: the Open Reaction Database (ORD), a public repository of structured organic reaction records. Task: describe an organic reaction: reactants, conditions, products, and yield Starting materials: O (water), OCC(C)=O (hydroxyacetone), N1=CC=CC=C1 (pyridine), C(CC)(=O)Cl (propionyl chloride). Product: C(CC)(=O)OCC(C)=O (propionyloxyacetone). Procedure: To a solution of hydroxyacetone (190 g, 2.56 mol) and pyridine (210 ml, 2.6 mol) in ethyl acetate (1 L), propionyl chloride (197 g, 2.1 mol) was added dropwise at 5° C. The reaction liquid was stirred at room temperature for one hour, and then poured into water (700 ml). After phase separation, the organic layer was washed twice with a 1−N aqueous hydrochloric acid (700 ml), twice with water (700 ml), and once with saturated brine (500 ml), and dried over magnesium sulfate. After the magnesium s... Run in C(C)(=O)OCC (ethyl acetate). The yield is 64.8%. RXN SMILES: [OH:1][CH2:2][C:3](=[O:5])[CH3:4].N1C=CC=CC=1.[C:12](Cl)(=[O:15])[CH2:13][CH3:14].O>C(OCC)(=O)C>[C:12]([O:1][CH2:2][C:3](=[O:5])[CH3:4])(=[O:15])[CH2:13][CH3:14]. Reaction conditions: time 1 hour. The reactants are C(CC)N(CCC)CC1=CN=C(O1)C=1N=CN2C1CN(C(C1=C2C=CC(=C1)F)=O)C (3-(5-dipropylaminomethyl-oxazol-2-yl)-8-fluoro-5-methyl-5,6-dihydro-4H-imidazo[1,5-a][1,4]benzodiazepin-6-one), Cl (hydrochloric acid). Run in C(C)(=O)OCC (ethyl acetate). Reaction conditions: time 1 hour. Product: Cl.C(CC)N(CCC)CC1=CN=C(O1)C=1N=CN2C1CN(C(C1=C2C=CC(=C1)F)=O)C (3-(5-dipropylaminomethyl-oxazol-2-yl)-8-fluoro-5-methyl-5,6-dihydro-4H-imidazo[1,5-a][1,4]benzodiazepin-6-one hydrochloride). Yield: 88.2%. Reaction SMILES: [CH2:1]([N:4]([CH2:8][C:9]1[O:13][C:12]([C:14]2[N:15]=[CH:16][N:17]3[C:23]4[CH:24]=[CH:25][C:26]([F:28])=[CH:27][C:22]=4[C:21](=[O:29])[N:20]([CH3:30])[CH2:19][C:18]=23)=[N:11][CH:10]=1)[CH2:5][CH2:6][CH3:7])[CH2:2][CH3:3].[ClH:31]>C(OCC)(=O)C>[ClH:31].[CH2:1]([N:4]([CH2:8][C:9]1[O:13][C:12]([C:14]2[N:15]=[CH:16][N:17]3[C:23]4[CH:24]=[CH:25][C:26]([F:28])=[CH:27][C:22]=4[C:21](=[O:29])[N:20]([CH3:30])[CH2:19][C:18]=23)=[N:11][CH:10]=1)[CH2:5][CH2:6][CH3:7])[CH2:2][CH3:3] |f:3.4|. Reported procedure: 1.0 g (0.00243 mol) of 3-(5-dipropylaminomethyl-oxazol-2-yl)-8-fluoro-5-methyl-5,6-dihydro-4H-imidazo[1,5-a][1,4]benzodiazepin-6-one in 50 ml of ethyl acetate was treated with 0.56 ml (0.00267 mol) of 4.78N ethanolic hydrochloric acid. After stirring at 0° for 1 hr. the white suspension was suction filtered. There was obtained 0.96 g (88%) of 3-(5-dipropylaminomethyl-oxazol-2-yl)-8-fluoro-5-methyl-5,6-dihydro-4H-imidazo[1,5-a][1,4]benzodiazepin-6-one hydrochloride (1:1) as white crystals; m.p. 2... Starting materials: CN1C=NC(=C1C=1SC=2N=CN=C(C2N1)SC)C1=CC=CC=C1 (2-(1-methyl-4-phenyl-1H-imidazol-5-yl)-7-(methylthio)[1,3]thiazolo-[5,4-d]pyrimidine), CN1C=NC(=C1C=1SC=2N=CN=C(C2N1)SC)C1=CC=CC=C1 (2-(1-methyl-4-phenyl-1H-imidazol-5-yl)-7-(methylthio)[1,3]thiazolo-[5,4-d]pyrimidine), BrN1C(CCC1=O)=O (N-bromosuccinimide), CC(C)(C#N)N=NC(C)(C)C#N (AIBN). Run in C(Cl)(Cl)(Cl)Cl (carbon tetrachloride). Run at temperature 70 celsius. Yields the product BrC=1N(C(=C(N1)C1=CC=CC=C1)C=1SC=2N=CN=C(C2N1)SC)C (2-(2-Bromo-1-methyl-4-phenyl-1H-imidazol-5-yl)-7-(methylthio)[1,3]thiazolo[5,4-d]pyrimidine). The yield is 38.9%. As a reaction SMILES: [CH3:1][N:2]1[C:6]([C:7]2[S:8][C:9]3[N:10]=[CH:11][N:12]=[C:13]([S:16][CH3:17])[C:14]=3[N:15]=2)=[C:5]([C:18]2[CH:23]=[CH:22][CH:21]=[CH:20][CH:19]=2)[N:4]=[CH:3]1.[Br:24]N1C(=O)CCC1=O.CC(N=NC(C#N)(C)C)(C#N)C>C(Cl)(Cl)(Cl)Cl>[Br:24][C:3]1[N:2]([CH3:1])[C:6]([C:7]2[S:8][C:9]3[N:10]=[CH:11][N:12]=[C:13]([S:16][CH3:17])[C:14]=3[N:15]=2)=[C:5]([C:18]2[CH:23]=[CH:22][CH:21]=[CH:20][CH:19]=2)[N:4]=1. Reported procedure: A mixture of 2-(1-methyl-4-phenyl-1H-imidazol-5-yl)-7-(methylthio)[1,3]thiazolo-[5,4-d]pyrimidine (Intermediate 42) (0.25 g), N-bromosuccinimide (0.26 g) and AIBN (37 mg) in carbon tetrachloride (30 mL) was heated at 70° C. for 18 hours The suspension was filtered and the residue washed well with CCl4. The solvent was evaporated in vacuo to give a yellow solid. Purification by flash chromatography on silica eluting with EtOAC:hexane (1:9) gave the title compound as a white solid (0.12 g, 39%); Reactants: aqueous solution, [Cl-].[NH4+] (ammonium chloride), C(C)(=O)OC1=CC=CC=2[C@@H]3[C@H](OC21)C[C@@H]([C@H]3NS(=O)(=O)C3=CC=CC=C3)O ((1S, 2S, 3aR, 8bS)-1-benzenesulfonamido-2-hydroxy-2,3,3a,8b-tetrahydro-1H-cyclopenta[b]benzofuran-5-yl acetate), [OH-].[K+].CO (potassium hydroxide methanol). The solvent is CO (methanol). Reaction conditions: time 30 minute. Yields the product 2S, C1(=CC=CC=C1)S(=O)(=O)NC1C(CC2OC3=C(C21)C=CC=C3O)O (1-benzenesulfonamido-2-hydroxy-2,3,3a,8b-tetrahydro-1H-cyclopenta[b]benzofuran-5-ol). Isolated yield 92.4%. As a reaction SMILES: C([O:4][C:5]1[C:13]2[O:12][C@@H:11]3[CH2:14][C@H:15]([OH:27])[C@@H:16]([NH:17][S:18]([C:21]4[CH:26]=[CH:25][CH:24]=[CH:23][CH:22]=4)(=[O:20])=[O:19])[C@@H:10]3[C:9]=2[CH:8]=[CH:7][CH:6]=1)(=O)C.[OH-].[K+].CO.[Cl-].[NH4+]>CO>[C:21]1([S:18]([NH:17][CH:16]2[CH:10]3[CH:11]([O:12][C:13]4[C:5]([OH:4])=[CH:6][CH:7]=[CH:8][C:9]=43)[CH2:14][CH:15]2[OH:27])(=[O:20])=[O:19])[CH:22]=[CH:23][CH:24]=[CH:25][CH:26]=1 |f:1.2.3,4.5|. Procedure: The (1S, 2S, 3aR, 8bS)-1-benzenesulfonamido-2-hydroxy-2,3,3a,8b-tetrahydro-1H-cyclopenta[b]benzofuran-5-yl acetate (1.14 g), produced according to the process described above, was dissolved in methanol (15 ml) followed by the addition of 0.61N potassium hydroxide/methanol solution (5.0 ml) and stirring for 30 minutes at room temperature. The reaction mixture was added to a 5% aqueous solution of ammonium chloride and extracted with ethyl acetate (60 ml+30 ml×2). The organic layer was washed with... The reactants are c1(c(n[nH]c1)O)C(OCC)=O. Reagents/catalysts: CC(=O)[O-].CC(=O)[O-].[Cu+2] (Cu(OAc)2), c1ccc(cc1)-c2c3ccccc3cc4ccccc24 (9-Phenylanthracene), C(=O)(O)[O-].[K+] (KHCO3). Solvent: C1COCCO1 (Dioxane). Reaction conditions: temperature 110 celsius, time 18 hour. The product is CCOC(=O)c1cn(nc1O)c2ccc(Cl)cc2. As a reaction SMILES: [CH3:1][CH2:2][O:3][C:4]([c:6]1[c:10]([OH:11])[n:9][nH:8][cH:7]1)=[O:5].OB([c:12]1[cH:18][cH:17][c:15]([Cl:16])[cH:14][cH:13]1)O>>[CH3:1][CH2:2][O:3][C:4]([c:6]1[c:10]([OH:11])[n:9][n:8]([c:12]2[cH:18][cH:17][c:15]([Cl:16])[cH:14][cH:13]2)[cH:7]1)=[O:5]. Starting materials: BrCC(=O)N1CCN(CCC1)C1=C(C=C(C=C1)C(C(F)(F)F)(C(F)(F)F)OCOC)CCC (2-Bromo-1-(4-{4-[1,1,1,3,3,3-hexafluoro-2-(methoxymethoxy)propan-2-yl]-2-propylphenyl}-1,4-diazepan-1-yl)ethanone), CC(C)OC=1C=C(C=CC1)C1(C(NC(N1)=O)=O)C (5-(3-(1-methylethoxy)phenyl)-5-methylimidazolidine-2,4-dione). Product: FC(C(C(F)(F)F)(O)C1=CC(=C(C=C1)N1CCN(CCC1)C(CN1C(NC(C1=O)(C)C1=CC=C(C=C1)OC(C)C)=O)=O)CCC)(F)F (3-(2-{4-[4-(1,1,1,3,3,3-hexafluoro-2-hydroxypropan-2-yl)-2-propylphenyl]-1,4-diazepan-1-yl}-2-oxoethyl)-5-[4-(1-methylethoxy)phenyl]-5-methylimidazolidine-2,4-dione). Reaction SMILES: Br[CH2:2][C:3]([N:5]1[CH2:11][CH2:10][CH2:9][N:8]([C:12]2[CH:17]=[CH:16][C:15]([C:18]([O:27]COC)([C:23]([F:26])([F:25])[F:24])[C:19]([F:22])([F:21])[F:20])=[CH:14][C:13]=2[CH2:31][CH2:32][CH3:33])[CH2:7][CH2:6]1)=[O:4].CC(O[C:38]1[CH:39]=[C:40]([C:44]2([CH3:51])[NH:48][C:47](=[O:49])[NH:46][C:45]2=[O:50])[CH:41]=[CH:42][CH:43]=1)C>>[F:22][C:19]([F:21])([F:20])[C:18]([C:15]1[CH:16]=[CH:17][C:12]([N:8]2[CH2:9][CH2:10][CH2:11][N:5]([C:3](=[O:4])[CH2:2][N:46]3[C:45](=[O:50])[C:44]([C:40]4[CH:39]=[CH:38][C:43]([O:27][CH:18]([CH3:19])[CH3:15])=[CH:42][CH:41]=4)([CH3:51])[NH:48][C:47]3=[O:49])[CH2:6][CH2:7]2)=[C:13]([CH2:31][CH2:32][CH3:33])[CH:14]=1)([OH:27])[C:23]([F:26])([F:25])[F:24]. Reported procedure: 2-Bromo-1-(4-{4-[1,1,1,3,3,3-hexafluoro-2-(methoxymethoxy)propan-2-yl]-2-propylphenyl}-1,4-diazepan-1-yl)ethanone and 5-(3-(1-methylethoxy)phenyl)-5-methylimidazolidine-2,4-dione were used for a similar reaction and treatment as Examples 14-1 and 15-1, and the title compound was obtained as a yellow oil.